This data is from the Open Reaction Database (ORD), a public repository of structured organic reaction records. The task is: describe an organic reaction: reactants, conditions, products, and yield Starting materials: BrC1=C2C=CN(C2=CC=C1)S(=O)(=O)C1=CC=CC=C1 (4-bromo-1-(benzenesulfonyl)-1H-indole), C(C)N1CCNCC1 (4-ethylpiperazine). Product: C(C)N1CCN(CC1)C1=C2C=CN(C2=CC=C1)S(=O)(=O)C1=CC=CC=C1 (4-(4-Ethyl-1-piperazinyl)-1-(benzenesulfonyl)-1H-indole), white solid. Isolated yield 48.0%. Reaction SMILES: Br[C:2]1[CH:10]=[CH:9][CH:8]=[C:7]2[C:3]=1[CH:4]=[CH:5][N:6]2[S:11]([C:14]1[CH:19]=[CH:18][CH:17]=[CH:16][CH:15]=1)(=[O:13])=[O:12].[CH2:20]([N:22]1[CH2:27][CH2:26][NH:25][CH2:24][CH2:23]1)[CH3:21]>>[CH2:20]([N:22]1[CH2:27][CH2:26][N:25]([C:2]2[CH:10]=[CH:9][CH:8]=[C:7]3[C:3]=2[CH:4]=[CH:5][N:6]3[S:11]([C:14]2[CH:19]=[CH:18][CH:17]=[CH:16][CH:15]=2)(=[O:13])=[O:12])[CH2:24][CH2:23]1)[CH3:21]. Reported procedure: The title compound was prepared from 4-bromo-1-(benzenesulfonyl)-1H-indole and 4-ethylpiperazine according to Method 1 to afford 129 mg (48%) of a white solid: 1H NMR (CD3OD) δ 7.94–6.81 (m, 10 H), 3.69–3.62 (m, 4 H), 2.34–3.26 (partly hidden) (m, 4 H), 3.14–3.04 (m, 2 H), 1.40 (t, J=7 Hz, 3 H); MS (ESI) 370.1 (M+H)+; Purity (HPLC) >95%.